From a dataset of the Open Reaction Database (ORD), a public repository of structured organic reaction records. describe an organic reaction: reactants, conditions, products, and yield RXN SMILES: ON1C2C=CC=CC=2N=N1.[CH3:11][CH:12]([NH2:23])[CH2:13][C:14]1[C:22]2[C:17](=[CH:18][CH:19]=[CH:20][CH:21]=2)[NH:16][CH:15]=1.CN1CCOCC1.Cl.[CH3:32][N:33]([CH3:50])[C:34]1([C:44]2[CH:49]=[CH:48][CH:47]=[CH:46][CH:45]=2)[CH2:39][CH2:38][C:37](=[CH:40][C:41](O)=[O:42])[CH2:36][CH2:35]1.C1(N=C=NC2CCCCC2)CCCCC1.[OH-].[Na+]>CN(C)C=O.O>[CH3:50][N:33]([CH3:32])[C:34]1([C:44]2[CH:45]=[CH:46][CH:47]=[CH:48][CH:49]=2)[CH2:39][CH2:38][C:37](=[CH:40][C:41]([NH:23][CH:12]([CH3:11])[CH2:13][C:14]2[C:22]3[C:17](=[CH:18][CH:19]=[CH:20][CH:21]=3)[NH:16][CH:15]=2)=[O:42])[CH2:36][CH2:35]1 |f:3.4,6.7|. Procedure: 1-Hydroxybenzotriazole (456 mg, 3.38 mmol), DL-α-methyltryptamine (0.142 ml, 1.69 mmol) and N-methylmorpholine (0.375 ml, 3.38 mmol) were added to a solution of (4-dimethylamino-4-phenylcyclohexylidene)acetic acid hydrochloride (500 mg, 1.69 mmol) in dry dimethylformamide (10 ml) under argon. The solution was cooled to 0° C. and dicyclohexylcarbodiimide (687 mg, 3.38 mmol) was added. The reaction mixture was stirred at RT for 6 d. Working up of the mixture was carried out by separating off the u... Conditions: temperature 0 celsius, time 6 day. The reactants are [OH-].[Na+] (sodium hydroxide), C1(CCCCC1)N=C=NC1CCCCC1 (dicyclohexylcarbodiimide), ON1N=NC2=C1C=CC=C2 (1-Hydroxybenzotriazole), CC(CC1=CNC2=CC=CC=C21)N (DL-α-methyltryptamine), CN1CCOCC1 (N-methylmorpholine), Cl.CN(C1(CCC(CC1)=CC(=O)O)C1=CC=CC=C1)C ((4-dimethylamino-4-phenylcyclohexylidene)acetic acid hydrochloride). Product: CN(C1(CCC(CC1)=CC(=O)NC(CC1=CNC2=CC=CC=C12)C)C1=CC=CC=C1)C (2-(4-dimethylamino-4-phenylcyclohexylidene)-N-[2-(1H-indol-3-yl)-1-methylethyl]acetamide). The solvent is O (water), CN(C=O)C (dimethylformamide). Isolated yield 24.0%. The reactants are C1(=CC=CC=C1)[Li] (phenyllithium), solution, C1CCCCC1 (cyclohexane), C(C)OCC (diethyl ether), N1=CC=CC2=CC=CC=C12 (quinoline). Solvent: O1CCCC1 (tetrahydrofuran), O (water). Conditions: temperature 2 celsius. Product: C1(=CC=CC=C1)C1NC2=CC=CC=C2C=C1 (1,2-dihydro-2-phenylquinoline). Isolated yield 42.2%. Reaction SMILES: [N:1]1[C:10]2[C:5](=[CH:6][CH:7]=[CH:8][CH:9]=2)[CH:4]=[CH:3][CH:2]=1.[C:11]1([Li])[CH:16]=[CH:15][CH:14]=[CH:13][CH:12]=1.C1CCCCC1.C(OCC)C>O1CCCC1.O>[C:11]1([CH:2]2[CH:3]=[CH:4][C:5]3[C:10](=[CH:9][CH:8]=[CH:7][CH:6]=3)[NH:1]2)[CH:16]=[CH:15][CH:14]=[CH:13][CH:12]=1. Procedure details: 30 g of quinoline were dissolved in 100 ml tetrahydrofuran. The solution was cooled to 2° C., then 19.6 g of phenyllithium in the form of a 2M solution in a 70:30 mixture of cyclohexane and diethyl ether were added over the course of 2 hours while the temperature was maintained between 0° and 2° C. The reaction mixture was then allowed to warm to room temperature. To work up the reaction mixture it was added to water and then extracted with diethyl ether. The ether phase was washed with water un... The reactants are CCOC(=O)c1cc(C#Cc2ccc(CC(=O)OC)cc2)cc2c1C(N(C)C1CC1)CCC2(C)C, CCO, [Li+], C1CCOC1, [OH-], O. The product is CCOC(=O)c1cc(C#Cc2ccc(CC(=O)O)cc2)cc2c1C(N(C)C1CC1)CCC2(C)C. Reaction SMILES: [CH2:1]([CH3:2])[O:3][C:4](=[O:5])[c:6]1[cH:7][c:8]([C:23]#[C:24][c:25]2[cH:26][cH:27][c:28]([CH2:31][C:32](=[O:33])[O:34][CH3:35])[cH:29][cH:30]2)[cH:9][c:10]2[c:15]1[CH:14]([N:16]([CH3:17])[CH:18]1[CH2:19][CH2:20]1)[CH2:13][CH2:12][C:11]2([CH3:21])[CH3:22].[CH3:38][CH2:39][OH:40].[Li+:36].[O:41]1[CH2:42][CH2:43][CH2:44][CH2:45]1.[OH-:37].[OH2:46]>>[CH2:1]([CH3:2])[O:3][C:4](=[O:5])[c:6]1[cH:7][c:8]([C:23]#[C:24][c:25]2[cH:26][cH:27][c:28]([CH2:31][C:32](=[O:33])[OH:34])[cH:29][cH:30]2)[cH:9][c:10]2[c:15]1[CH:14]([N:16]([CH3:17])[CH:18]1[CH2:19][CH2:20]1)[CH2:13][CH2:12][C:11]2([CH3:21])[CH3:22].